This data is from the Open Reaction Database (ORD), a public repository of structured organic reaction records. The task is: describe an organic reaction: reactants, conditions, products, and yield The reactants are CCOP(=O)(CC#N)OCC, C1CCOC1, C[Si](C)(C)CCOCn1ccc2c(-c3cnn(C4CCC(=O)CC4)c3)ncnc21, CC(C)(C)[O-], [K+]. Product: C[Si](C)(C)CCOCn1ccc2c(-c3cnn(C4CCC(=CC#N)CC4)c3)ncnc21. As a reaction SMILES: [C:7](#[N:8])[CH2:9][P:10](=[O:11])([O:12][CH2:13][CH3:14])[O:15][CH2:16][CH3:17].[CH2:47]1[O:48][CH2:49][CH2:50][CH2:51]1.[CH3:18][Si:19]([CH2:20][CH2:21][O:22][CH2:23][n:24]1[cH:25][cH:26][c:27]2[c:28]1[n:29][cH:30][n:31][c:32]2-[c:33]1[cH:34][n:35][n:36]([CH:38]2[CH2:39][CH2:40][C:41](=[O:44])[CH2:42][CH2:43]2)[cH:37]1)([CH3:45])[CH3:46].[CH3:1][C:2]([CH3:3])([O-:4])[CH3:5].[K+:6]>>[C:7](#[N:8])[CH:9]=[C:41]1[CH2:40][CH2:39][CH:38]([n:36]2[n:35][cH:34][c:33](-[c:32]3[c:27]4[cH:26][cH:25][n:24]([CH2:23][O:22][CH2:21][CH2:20][Si:19]([CH3:18])([CH3:45])[CH3:46])[c:28]4[n:29][cH:30][n:31]3)[cH:37]2)[CH2:43][CH2:42]1. The reactants are Compound II, C(C)NC(=O)NN(C)CC(=O)O (2-(2-(ethylcarbamoyl)-1-methylhydrazinyl)acetic acid), N[C@@H](CC(=O)OC(C)(C)C)C(=O)N(CC1=CC=CC2=CC=CC=C12)[C@H](C(OCC)OCC)C ((S)-tert-butyl 3-amino-4-(((S)-1,1-diethoxypropan-2-yl)(naphthalen-1-ylmethyl)amino)-4-oxobutanoate). The product is C(C)OC([C@H](C)N(C([C@H](CC(=O)OC(C)(C)C)NC(CN(NC(NCC)=O)C)=O)=O)CC1=CC=CC2=CC=CC=C12)OCC ((S)-tert-butyl 4-(((S)-1,1-diethoxypropan-2-yl)(naphthalen-1-ylmethyl)amino)-3-(2-(2-(ethylcarbamoyl)-1-methylhydrazinyl)acetamido)-4-oxobutanoate). Reaction SMILES: [CH2:1]([NH:3][C:4]([NH:6][N:7]([CH2:9][C:10]([OH:12])=O)[CH3:8])=[O:5])[CH3:2].[NH2:13][C@H:14]([C:23]([N:25]([C@@H:37]([CH3:45])[CH:38]([O:42][CH2:43][CH3:44])[O:39][CH2:40][CH3:41])[CH2:26][C:27]1[C:36]2[C:31](=[CH:32][CH:33]=[CH:34][CH:35]=2)[CH:30]=[CH:29][CH:28]=1)=[O:24])[CH2:15][C:16]([O:18][C:19]([CH3:22])([CH3:21])[CH3:20])=[O:17]>>[CH2:40]([O:39][CH:38]([O:42][CH2:43][CH3:44])[C@@H:37]([N:25]([CH2:26][C:27]1[C:36]2[C:31](=[CH:32][CH:33]=[CH:34][CH:35]=2)[CH:30]=[CH:29][CH:28]=1)[C:23](=[O:24])[C@@H:14]([NH:13][C:10](=[O:12])[CH2:9][N:7]([CH3:8])[NH:6][C:4](=[O:5])[NH:3][CH2:1][CH3:2])[CH2:15][C:16]([O:18][C:19]([CH3:21])([CH3:22])[CH3:20])=[O:17])[CH3:45])[CH3:41]. Procedure details: According to the procedure described in the synthesis method of Compound II-15, 2-(2-(ethylcarbamoyl)-1-methylhydrazinyl)acetic acid (Compound VI-9) 57 mg (0.33 mmol) was coupled with (S)-tert-butyl 3-amino-4-(((S)-1,1-diethoxypropan-2-yl)(naphthalen-1-ylmethyl)amino)-4-oxobutanoate (Compound IV-16) 100 mg (0.22 mmol) to obtain the title compound. Reactants: CCC(=O)c1ccc(OC)cc1, Cc1ccccc1, O, OCCO, Cc1ccc(S(=O)(=O)O)cc1. Product: CCC1(c2ccc(OC)cc2)OCCO1. RXN SMILES: [CH3:1][O:2][c:3]1[cH:4][cH:5][c:6]([C:9]([CH2:10][CH3:11])=[O:12])[cH:7][cH:8]1.[CH3:29][c:30]1[cH:31][cH:32][cH:33][cH:34][cH:35]1.[OH2:17].[OH:13][CH2:14][CH2:15][OH:16].[c:18]1([CH3:19])[cH:20][cH:21][c:22]([S:23]([OH:24])(=[O:25])=[O:26])[cH:27][cH:28]1>>[CH3:1][O:2][c:3]1[cH:4][cH:5][c:6]([C:9]2([CH2:10][CH3:11])[O:12][CH2:15][CH2:14][O:13]2)[cH:7][cH:8]1. Starting materials: C(=O)([O-])[O-].[K+].[K+] (K2CO3), CCOCC (Et2O), ClC1=CC=C(C=C1)C1=C(NC(=C1C)C(F)(F)F)C(=O)N1CCOCC1 ((3-(4-Chlorophenyl)-4-methyl-5-(trifluoromethyl)-1H-pyrrol-2-yl)(morpholino)methanone), ClC=1C=C(CBr)C=CC1 (3-chlorobenzyl bromide). Solvent: CC#N (MeCN), O (H2O). Conditions: temperature 80 celsius, time 8 hour. Product: ClC1=CC=C(C=C1)C1=C(N(C(=C1C)C(F)(F)F)CC1=CC(=CC=C1)Cl)C(=O)N1CCOCC1 ([3-(4-Chlorophenyl)-1-[(3-chlorophenyl)-methyl]-4-methyl-5-(trifluoromethyl)-1H-pyrrol-2-yl]-morpholin-4-yl-methanone). Reaction SMILES: [Cl:1][C:2]1[CH:7]=[CH:6][C:5]([C:8]2[C:12]([CH3:13])=[C:11]([C:14]([F:17])([F:16])[F:15])[NH:10][C:9]=2[C:18]([N:20]2[CH2:25][CH2:24][O:23][CH2:22][CH2:21]2)=[O:19])=[CH:4][CH:3]=1.C([O-])([O-])=O.[K+].[K+].[Cl:32][C:33]1[CH:34]=[C:35]([CH:38]=[CH:39][CH:40]=1)[CH2:36]Br.CCOCC>CC#N.O>[Cl:1][C:2]1[CH:7]=[CH:6][C:5]([C:8]2[C:12]([CH3:13])=[C:11]([C:14]([F:15])([F:16])[F:17])[N:10]([CH2:36][C:35]3[CH:38]=[CH:39][CH:40]=[C:33]([Cl:32])[CH:34]=3)[C:9]=2[C:18]([N:20]2[CH2:21][CH2:22][O:23][CH2:24][CH2:25]2)=[O:19])=[CH:4][CH:3]=1 |f:1.2.3|. Procedure details: (3-(4-Chlorophenyl)-4-methyl-5-(trifluoromethyl)-1H-pyrrol-2-yl)(morpholino)methanone (80 mg, 0.215 mmol) was dissolved in dry MeCN (5 mL). The solution was mixed with K2CO3 (59 mg, 0.429 mmol), followed by addition of 3-chlorobenzyl bromide (31 μL, 0.236 mmol). The reaction mixture was stirred vigorously at 80° C. overnight. The temperature was lowered to room temperature; the reaction mixture was combined with a few lumps of ice, Et2O (50 mL) and H2O (10 mL) to result in a clear two phase syst... Starting materials: CCN(Cc1ccccc1NCc1ccccc1)c1ccc(C(N)=O)nn1, CCCCO, [Na+], [OH-]. The product is CCN(Cc1ccccc1NCc1ccccc1)c1ccc(C(=O)O)nn1. As a reaction SMILES: [CH2:1]([CH3:2])[N:3]([CH2:4][c:5]1[c:6]([NH:11][CH2:12][c:13]2[cH:14][cH:15][cH:16][cH:17][cH:18]2)[cH:7][cH:8][cH:9][cH:10]1)[c:19]1[cH:20][cH:21][c:22]([C:25](=[O:26])[NH2:27])[n:23][n:24]1.[CH2:30]([OH:31])[CH2:32][CH2:33][CH3:34].[Na+:29].[OH-:28]>>[CH2:1]([CH3:2])[N:3]([CH2:4][c:5]1[c:6]([NH:11][CH2:12][c:13]2[cH:14][cH:15][cH:16][cH:17][cH:18]2)[cH:7][cH:8][cH:9][cH:10]1)[c:19]1[cH:20][cH:21][c:22]([C:25](=[O:26])[OH:28])[n:23][n:24]1. Yields the product C(C1=CC=CC=C1)=NCCN(C)C (N'-Benzylidene-N,N-dimethylethylenediamine). The solvent is C1=CC=CC=C1 (benzene), C1=CC=CC=C1 (benzene). The reactants are CN(CCN)C (N,N-dimethylethylenediamine), C(C1=CC=CC=C1)=O (benzaldehyde). Procedure: A solution of 88.0 g of N,N-dimethylethylenediamine in 150 ml. of benzene is treated with a solution of 106 g of freshly distilled benzaldehyde in 150 ml. of benzene. This mixture is stirred and refluxed for 2 hours while collecting 22 ml. of an aqueous layer in a Dean-Stark tube. The solvent is then distilled and the residue fractionated to give 156 g of distillate, boiling point 98°-100° C. at 4 mm. of Hg. RXN SMILES: [CH3:1][N:2]([CH3:6])[CH2:3][CH2:4][NH2:5].[CH:7](=O)[C:8]1[CH:13]=[CH:12][CH:11]=[CH:10][CH:9]=1>C1C=CC=CC=1>[CH:7](=[N:5][CH2:4][CH2:3][N:2]([CH3:6])[CH3:1])[C:8]1[CH:13]=[CH:12][CH:11]=[CH:10][CH:9]=1. The reactants are CCOC(C)=O, NC=O, ClC(Cl)Cl, Clc1ccc(COc2cccnc2)cc1, O, OO, O=S(=O)(O)O. The product is NC(=O)c1ccc(OCc2ccc(Cl)cc2)cn1. Reaction SMILES: [CH3:23][CH2:24][O:25][C:26](=[O:27])[CH3:28].[CH:29](=[O:30])[NH2:31].[CH:32]([Cl:33])([Cl:34])[Cl:35].[Cl:1][c:2]1[cH:3][cH:4][c:5]([CH2:6][O:7][c:8]2[cH:9][n:10][cH:11][cH:12][cH:13]2)[cH:14][cH:15]1.[OH2:36].[OH:21][OH:22].[S:16](=[O:17])(=[O:18])([OH:19])[OH:20]>>[Cl:1][c:2]1[cH:3][cH:4][c:5]([CH2:6][O:7][c:8]2[cH:9][n:10][c:11]([C:29](=[O:30])[NH2:31])[cH:12][cH:13]2)[cH:14][cH:15]1.